From a dataset of the Open Reaction Database (ORD), a public repository of structured organic reaction records. describe an organic reaction: reactants, conditions, products, and yield The reactants are II (iodine), CC(C(C1=CN=C2C(=N1)C(=O)N=C(N2)N)O)O (biopterin). The product is C[C@@H]([C@@H](C1=CN=C2C(=N1)C(=O)N=C(N2)N)O)O (L-biopterin). RXN SMILES: II.[CH3:3][CH:4]([OH:19])[CH:5]([OH:18])[C:6]1[N:11]=[C:10]2[C:12]([N:14]=[C:15]([NH2:17])[NH:16][C:9]2=[N:8][CH:7]=1)=[O:13]>>[CH3:3][C@H:4]([OH:19])[C@H:5]([OH:18])[C:6]1[N:11]=[C:10]2[C:12]([N:14]=[C:15]([NH2:17])[NH:16][C:9]2=[N:8][CH:7]=1)=[O:13]. Procedure details: The resultant phenylhydrazone compound is reacted with an acetylating agent in pyridine to obtain a triacetylated compound, which is then condensed and cyclized with 6-hydroxy-2,4,5-triaminopyrimidine (TAU) in the coexistence of sodium acetate to obtain a biopterin derivative. After oxidized with iodine or other oxidizing agent, the biopterin derivative is subjected to deacetylation (hydrolysis) to produce L-biopterin.